Dataset: the Open Reaction Database (ORD), a public repository of structured organic reaction records. Task: describe an organic reaction: reactants, conditions, products, and yield Reaction SMILES: [BH4-:42].[CH3:51][OH:52].[Cl-:44].[NH4+:45].[Na+:43].[O:46]1[CH2:47][CH2:48][CH2:49][CH2:50]1.[c:1]1([CH2:7][CH2:8][CH2:9][CH:10]([CH2:11][c:12]2[cH:13][cH:14][c:15]([O:16][c:17]3[c:18]([C:19](=[O:20])[OH:21])[cH:22][cH:23][cH:24][cH:25]3)[cH:26][cH:27]2)[C:28]([c:29]2[cH:30][c:31]([O:39][CH3:40])[c:32]([O:37][CH3:38])[c:33]([O:35][CH3:36])[cH:34]2)=[O:41])[cH:2][cH:3][cH:4][cH:5][cH:6]1>>[c:1]1([CH2:7][CH2:8][CH2:9][CH:10]([CH2:11][c:12]2[cH:13][cH:14][c:15]([O:16][c:17]3[c:18]([C:19](=[O:20])[OH:21])[cH:22][cH:23][cH:24][cH:25]3)[cH:26][cH:27]2)[CH:28]([c:29]2[cH:30][c:31]([O:39][CH3:40])[c:32]([O:37][CH3:38])[c:33]([O:35][CH3:36])[cH:34]2)[OH:41])[cH:2][cH:3][cH:4][cH:5][cH:6]1. Product: COc1cc(C(O)C(CCCc2ccccc2)Cc2ccc(Oc3ccccc3C(=O)O)cc2)cc(OC)c1OC. Starting materials: [BH4-], CO, [Cl-], [NH4+], [Na+], C1CCOC1, COc1cc(C(=O)C(CCCc2ccccc2)Cc2ccc(Oc3ccccc3C(=O)O)cc2)cc(OC)c1OC. Reactants: [H][H] (hydrogen), FC1=C(C=C(C=C1)C=1OC2=C(N1)C=CC=C2)[N+](=O)[O-] (2-(4-fluoro-3-nitrophenyl)benzoxazole), C(C)#N (acetonitrile), N1=C(C=CC=C1)CN (2-picolylamine). The reagents and catalysts are [C].[Pd] (palladium-carbon). Solvent: O (water). Reaction conditions: time 14 hour. Product: N1=C(C=CC=C1)CNC1=C(N)C=C(C=C1)C=1OC2=C(N1)C=CC=C2 (2-(2-(2-picolyl)aminoanilin-5-yl)benzoxazole). Isolated yield 79.9%. RXN SMILES: F[C:2]1[CH:7]=[CH:6][C:5]([C:8]2[O:9][C:10]3[CH:16]=[CH:15][CH:14]=[CH:13][C:11]=3[N:12]=2)=[CH:4][C:3]=1[N+:17]([O-])=O.C(#N)C.[N:23]1[CH:28]=[CH:27][CH:26]=[CH:25][C:24]=1[CH2:29][NH2:30].[H][H]>[C].[Pd].O>[N:23]1[CH:28]=[CH:27][CH:26]=[CH:25][C:24]=1[CH2:29][NH:30][C:2]1[CH:7]=[CH:6][C:5]([C:8]2[O:9][C:10]3[CH:16]=[CH:15][CH:14]=[CH:13][C:11]=3[N:12]=2)=[CH:4][C:3]=1[NH2:17] |f:4.5|. Reported procedure: 2-(4-Fluoro-3-nitrophenyl)benzoxazole (see Working Example 15-2) (500 mg, 1.9 mmol) was added to an acetonitrile (5 mL) suspension containing 2-picolylamine (520 mg, 4.8 mmol), and this was heated to reflux for 2.5 hours. After the reaction was complete, this was cooled to room temperature, water was added, and the precipitated crystals were filtered, washed with water and then dried. To a tetrahydrofuran solution (7 mL) of the crystals obtained was added 10% palladium-carbon (100 mg). A hydroge... The reactants are C(C)OC(=O)C=1C(C2=C(N=C(N=C2)S(=O)(=O)C)N(C1)C=1C=C2CCCC2=CC1)=O (8-Indan-5-yl-2-methanesulfonyl-5-oxo-5,8-dihydro-pyrido[2,3-d]pyrimidine-6-carboxylic acid ethyl ester), CN(C)CC=1C=C(C=CC1)N (3-dimethylaminomethyl-phenylamine). Solvent: CC(C)O (iPrOH). Conditions: temperature 90 celsius, time 3 hour. Product: C(C)OC(=O)C=1C(C2=C(N=C(N=C2)NC2=CC(=CC=C2)CN(C)C)N(C1)C=1C=C2CCCC2=CC1)=O (2-(3-Dimethylaminomethyl-phenylamino)-8-indan-5-yl-5-oxo-5,8-dihydro-pyrido[2,3-d]pyrimidine-6-carboxylic acid ethyl ester). Yield: 46.3%. Reaction SMILES: [CH2:1]([O:3][C:4]([C:6]1[C:7](=[O:29])[C:8]2[CH:13]=[N:12][C:11](S(C)(=O)=O)=[N:10][C:9]=2[N:18]([C:20]2[CH:21]=[C:22]3[C:26](=[CH:27][CH:28]=2)[CH2:25][CH2:24][CH2:23]3)[CH:19]=1)=[O:5])[CH3:2].[CH3:30][N:31]([CH2:33][C:34]1[CH:35]=[C:36]([NH2:40])[CH:37]=[CH:38][CH:39]=1)[CH3:32]>CC(O)C>[CH2:1]([O:3][C:4]([C:6]1[C:7](=[O:29])[C:8]2[CH:13]=[N:12][C:11]([NH:40][C:36]3[CH:37]=[CH:38][CH:39]=[C:34]([CH2:33][N:31]([CH3:32])[CH3:30])[CH:35]=3)=[N:10][C:9]=2[N:18]([C:20]2[CH:21]=[C:22]3[C:26](=[CH:27][CH:28]=2)[CH2:25][CH2:24][CH2:23]3)[CH:19]=1)=[O:5])[CH3:2]. Procedure details: 8-Indan-5-yl-2-methanesulfonyl-5-oxo-5,8-dihydro-pyrido[2,3-d]pyrimidine-6-carboxylic acid ethyl ester (105 mg, 0.25 mmol) and 3-dimethylaminomethyl-phenylamine (38 mg, 0.25 mmol) were combined in iPrOH (2 mL) and heated to 90° C. After 3 h, the reaction mixture was concentrated and purified by preparative HPLC (30 mL/min 5-100% MeCN/H2O gradient over 10 min) and lyophilized to provide 56 mg of 2-(3-Dimethylaminomethyl-phenylamino)-8-indan-5-yl-5-oxo-5,8-dihydro-pyrido[2,3-d]pyrimidine-6-carboxy... The reactants are CC1=CC=CC(=N1)C#N (6-methylpyridine-2-carbonitrile), DMF-dimethyl acetal, CN(C)C=O (DMF). Product: CN(/C=C/C1=CC=CC(=N1)C#N)C (6-((E)-2-Dimethylaminovinyl)pyridine-2-carbonitrile). As a reaction SMILES: [CH3:1][C:2]1[N:7]=[C:6]([C:8]#[N:9])[CH:5]=[CH:4][CH:3]=1.[CH3:10][N:11]([CH:13]=O)[CH3:12]>>[CH3:10][N:11]([CH3:13])/[CH:12]=[CH:1]/[C:2]1[N:7]=[C:6]([C:8]#[N:9])[CH:5]=[CH:4][CH:3]=1. Procedure details: 20 g (169 mmol) of 6-methylpyridine-2-carbonitrile were reacted in a mixture of in each case 100 ml of DMF and DMF-dimethyl acetal in an autoclave at 175° C. overnight. After cooling, the mixture was concentrated by evaporation, the residue was dissolved in dichloromethane, the solution was filtered, the filtrate was concentrated and the residue was subjected to distillation under reduced pressure in a kugelrohr. The reactants are [O-2].[Mg+2] (magnesium oxide), C(CC(O)(C(=O)O)CC(=O)O)(=O)O (citric acid). Solvent: C(C)O (ethanol). Run at time 2 hour. Product: C(CC(O)(C(=O)[O-])CC(=O)[O-])(=O)[O-].[Mg+2].C(CC(O)(C(=O)[O-])CC(=O)[O-])(=O)[O-].[Mg+2].[Mg+2] (magnesium citrate). Yield: 97.0%. Reaction SMILES: [O-2].[Mg+2:2].[C:3]([OH:15])(=[O:14])[CH2:4][C:5]([CH2:10][C:11]([OH:13])=[O:12])([C:7]([OH:9])=[O:8])[OH:6]>C(O)C>[C:3]([O-:15])(=[O:14])[CH2:4][C:5]([CH2:10][C:11]([O-:13])=[O:12])([C:7]([O-:9])=[O:8])[OH:6].[Mg+2:2].[C:3]([O-:15])(=[O:14])[CH2:4][C:5]([CH2:10][C:11]([O-:13])=[O:12])([C:7]([O-:9])=[O:8])[OH:6].[Mg+2:2].[Mg+2:2] |f:0.1,4.5.6.7.8|. Procedure: 9.4 grams (0.24 Mole) of magnesium oxide and 30 grams (0.16 Mole) of citric acid were placed into a beaker provided with a reflux condenser. 80 ml ethanol was added and the mixture was stirred and boiled at atmospheric pressure for 2 hours. The reaction mixture was cooled and thereafter filtered yielding 35 grams of magnesium citrate having the physical characteristic of a fine white powder.